Dataset: the Open Reaction Database (ORD), a public repository of structured organic reaction records. Task: describe an organic reaction: reactants, conditions, products, and yield The solvent is C(Cl)(Cl)Cl (chloroform), C(C)(=O)O (Acetic acid), O (water), O (water), ClCCl (dichloromethane). Starting materials: FC1=C(C=CC(=C1)F)C(CC1=NC=CN=C1)=O (1-(2,4-Difluorophenyl)-2-(pyrazin-2-yl)ethanone), IC (iodomethane), C([O-])(O)=O.[Na+] (sodium bicarbonate), [OH-].[Na+] (sodium hydroxide). Procedure details: A solution of sodium hydroxide (1.98 g) in water (40 ml) was added dropwise to a stirred, ice-cooled solution of the product of part (i) (5.80 g), iodomethane (8.79 g) and tetra-n-butylammonium hydrogen sulphate (8.40 g) in chloroform (40 ml). The mixture was stirred vigorously at room temperature for 3 hours and then diluted with water and dichloromethane. Acetic acid (3 ml) was added and the pH of the aqueous layer was adjusted to 7 with sodium bicarbonate. The organic layer was separated, was... The product is FC1=C(C=CC(=C1)F)C(C(C)C1=NC=CN=C1)=O (1-(2,4-Difluorophenyl)-2-(pyrazin-2-yl)propan-1-one). Reagents/catalysts: S(=O)(=O)(O)[O-].C(CCC)[N+](CCCC)(CCCC)CCCC (tetra-n-butylammonium hydrogen sulphate). Run at time 3 hour. RXN SMILES: [OH-].[Na+].[F:3][C:4]1[CH:9]=[C:8]([F:10])[CH:7]=[CH:6][C:5]=1[C:11](=[O:19])[CH2:12][C:13]1[CH:18]=[N:17][CH:16]=[CH:15][N:14]=1.IC.[C:22](=O)(O)[O-].[Na+]>O.S([O-])(O)(=O)=O.C([N+](CCCC)(CCCC)CCCC)CCC.C(Cl)(Cl)Cl.ClCCl.C(O)(=O)C>[F:3][C:4]1[CH:9]=[C:8]([F:10])[CH:7]=[CH:6][C:5]=1[C:11](=[O:19])[CH:12]([C:13]1[CH:18]=[N:17][CH:16]=[CH:15][N:14]=1)[CH3:22] |f:0.1,4.5,7.8|. The reactants are OC=1C=NC=CC1C (3-hydroxy-4-methylpyridine), CNC (dimethylamine), C=O (formalin). The solvent is O (water). Yields the product CN(C)CC1=NC=CC(=C1O)C (2-dimethylaminomethyl-3-hydroxy-4-methylpyridine). As a reaction SMILES: [OH:1][C:2]1[CH:3]=[N:4][CH:5]=[CH:6][C:7]=1[CH3:8].[CH3:9][NH:10][CH3:11].[CH2:12]=O>O>[CH3:9][N:10]([CH2:12][C:3]1[C:2]([OH:1])=[C:7]([CH3:8])[CH:6]=[CH:5][N:4]=1)[CH3:11]. Procedure details: A solution consisting of 3-hydroxy-4-methylpyridine (32.7 g.), 30% aqueous dimethylamine (46.5 ml.) and formalin (25 ml.) in water (50 ml.) was heated on a steam bath for a period of two hours. The cooled reaction solution was then extracted with ten-100 ml. portions of diethyl ether and the combined ether and extracts were subsequently dried over anhydrous magnesium sulfate and filtered. After removal of the volatile liquids by means of evaporation under reduced pressure, there was finally obta... The reactants are O=Cc1cc(F)cc(Br)c1, CC(=O)O, CN1CCNCC1, CO, ClC(Cl)Cl. Yields the product CN1CCN(Cc2cc(F)cc(Br)c2)CC1. RXN SMILES: [Br:1][c:2]1[cH:3][c:4]([CH:5]=[O:6])[cH:7][c:8]([F:10])[cH:9]1.[C:18]([OH:19])(=[O:20])[CH3:21].[CH3:11][N:12]1[CH2:13][CH2:14][NH:15][CH2:16][CH2:17]1.[CH3:26][OH:27].[Cl:22][CH:23]([Cl:24])[Cl:25]>>[Br:1][c:2]1[cH:3][c:4]([CH2:5][N:15]2[CH2:14][CH2:13][N:12]([CH3:11])[CH2:17][CH2:16]2)[cH:7][c:8]([F:10])[cH:9]1. Reactants: O=C1N(C(C=2NC(=NC2N1CCC)C12CCC(CC1)(CC2)C=O)=O)CCC (4-(2,6-dioxo-1,3-dipropyl-2,3,6,7-tetrahydro-1H-purin-8-yl)-bicyclo[2.2.2]octane-1-carbaldehyde), [Cl-].C(#N)C[P+](C1=CC=CC=C1)(C1=CC=CC=C1)C1=CC=CC=C1 ((cyanomethyl)triphenylphosphonium chloride), C[Si](C)(C)[N-][Si](C)(C)C.[K+] (KHMDS). Solvent: C1CCOC1 (THF). Run at temperature 55 celsius, time 1.5 hour. Product: O=C1N(C(C=2NC(=NC2N1CCC)C12CCC(CC1)(CC2)C=CC#N)=O)CCC (3-[4-(2,6-Dioxo-1,3-dipropyl-2,3,6,7-tetrahydro-1H-purin-8-yl)-bicyclo[2.2.2]oct-1-yl]-acrylonitrile). As a reaction SMILES: [O:1]=[C:2]1[N:10]([CH2:11][CH2:12][CH3:13])[C:9]2[N:8]=[C:7]([C:14]34[CH2:21][CH2:20][C:17]([CH:22]=O)([CH2:18][CH2:19]3)[CH2:16][CH2:15]4)[NH:6][C:5]=2[C:4](=[O:24])[N:3]1[CH2:25][CH2:26][CH3:27].[Cl-].[C:29]([CH2:31][P+](C1C=CC=CC=1)(C1C=CC=CC=1)C1C=CC=CC=1)#[N:30].C[Si]([N-][Si](C)(C)C)(C)C.[K+]>C1COCC1>[O:1]=[C:2]1[N:10]([CH2:11][CH2:12][CH3:13])[C:9]2[N:8]=[C:7]([C:14]34[CH2:21][CH2:20][C:17]([CH:22]=[CH:31][C:29]#[N:30])([CH2:18][CH2:19]3)[CH2:16][CH2:15]4)[NH:6][C:5]=2[C:4](=[O:24])[N:3]1[CH2:25][CH2:26][CH3:27] |f:1.2,3.4|. Procedure: To a stirred suspension of 4-(2,6-dioxo-1,3-dipropyl-2,3,6,7-tetrahydro-1H-purin-8-yl)-bicyclo[2.2.2]octane-1-carbaldehyde (535 mg, 1.44 mmol) and (cyanomethyl)triphenylphosphonium chloride (1.2 eq, 1.73 mmol, 582 mg) in THF (30 ml) at 0° C. was added KHMDS (0.5 M in toluene, 2.2 eq, 3.16 mmol, 6.3 ml). The resulting mixture was stirred for 1.5 h at this temperature then heated at 55° C. for 5 h. The cool reaction mixture was partitioned between EtOAc (10 ml) and a saturated aqueous NH4Cl soluti...